Dataset: the Open Reaction Database (ORD), a public repository of structured organic reaction records. Task: describe an organic reaction: reactants, conditions, products, and yield The reactants are CCOc1ccnc(-c2cccc([N+](=O)[O-])c2)c1, CCO. Yields the product CCOc1ccnc(-c2cccc(N)c2)c1. As a reaction SMILES: [CH2:1]([CH3:2])[O:3][c:4]1[cH:5][c:6](-[c:10]2[cH:11][c:12]([N+:16]([O-:17])=[O:18])[cH:13][cH:14][cH:15]2)[n:7][cH:8][cH:9]1.[CH3:19][CH2:20][OH:21]>>[CH2:1]([CH3:2])[O:3][c:4]1[cH:5][c:6](-[c:10]2[cH:11][c:12]([NH2:16])[cH:13][cH:14][cH:15]2)[n:7][cH:8][cH:9]1. Starting materials: [Br-].C(C)[N+]1(CC=2C=C3C(=CC2C1)C=CC=C3)CC (2,2-Diethylbenz[f]isoindolinium bromide), N1CCOCC1 (morpholine). The product is C(C)N(CC)CC1=CC2=CC=CC=C2C=C1CN1CCOCC1 (2-diethylaminomethyl-3-morpholinomethylnaphthalene). Reaction SMILES: [Br-].[CH2:2]([N+:4]1([CH2:17][CH3:18])[CH2:12][C:11]2[CH:10]=[C:9]3[CH:13]=[CH:14][CH:15]=[CH:16][C:8]3=[CH:7][C:6]=2[CH2:5]1)[CH3:3].[NH:19]1[CH2:24][CH2:23][O:22][CH2:21][CH2:20]1>>[CH2:2]([N:4]([CH2:5][C:6]1[C:11]([CH2:12][N:19]2[CH2:24][CH2:23][O:22][CH2:21][CH2:20]2)=[CH:10][C:9]2[C:8](=[CH:16][CH:15]=[CH:14][CH:13]=2)[CH:7]=1)[CH2:17][CH3:18])[CH3:3] |f:0.1|. Procedure: 2,2-Diethylbenz[f]isoindolinium bromide (13 g) was refluxed with morpholine (150 ml) for 30 hr. Morpholine was evaporated and the residue was partitioned between sodium hydroxide solution and ether; the ether layer was evaporated to dryness and the residue purified by chromatography [eluent, diethylamine:cyclohexane = 1:4, silica (250 g)] and distillation to give 2-diethylaminomethyl-3-morpholinomethylnaphthalene, b.p. 160°/0.015 mm. RXN SMILES: [C:1]([C:3]1[CH:11]=[CH:10][C:6]([C:7]([OH:9])=[O:8])=[CH:5][CH:4]=1)#[N:2].[C:12](O)([CH3:15])([CH3:14])[CH3:13].Cl.CN(C)CCCN=C=NCC>CN(C=O)C.CN(C)C1C=CN=CC=1>[C:1]([C:3]1[CH:11]=[CH:10][C:6]([C:7]([O:9][C:12]([CH3:15])([CH3:14])[CH3:13])=[O:8])=[CH:5][CH:4]=1)#[N:2] |f:2.3|. Starting materials: Cl.CN(CCCN=C=NCC)C (1-(3-dimethylaminopropyl)-3-ethylcarbodiimide hydrochloride), C(#N)C1=CC=C(C(=O)O)C=C1 (4-cyanobenzoic acid), C(C)(C)(C)O (t-butanol). Solvent: CN(C)C=O (DMF). Reaction conditions: time 8 hour. Yields the product C(#N)C1=CC=C(C(=O)OC(C)(C)C)C=C1 (4-Cyanobenzoic Acid, (1,1-Dimethylethyl) Ester). The reagents and catalysts are CN(C1=CC=NC=C1)C (4-(dimethylamino) pyridine). Reported procedure: Dissolve 22.1 g 4-cyanobenzoic acid and 28.2 ml t-butanol in 500 ml DMF. Add 9.15 g 4-(dimethylamino) pyridine and 31.5 g 1-(3-dimethylaminopropyl)-3-ethylcarbodiimide hydrochloride. Stir the mixture overnight at RT. Remove the DMF in vacuo, and partition the resultant residue between ethyl acetate and water. Wash the organic layer successively with cold 0.5 N aqueous HCl, water, 5% aqueous NaHC03 and brine. Dry the organic layer over MgSO4 and evaporate the solvent to obtain the title compound.... The reactants are BrCCCCCBr (1,5-dibromopentane), C1(=CC=CC=C1)CCCCCO (benzenepentanol). Product: BrCCCCCOCCCCCC=1C=CC=CC1 (5-[[(5-Bromopentyl)oxy]pentyl]benzene). As a reaction SMILES: Br[CH2:2][CH2:3][CH2:4][CH2:5][CH2:6][Br:7].[C:8]1([CH2:14][CH2:15][CH2:16][CH2:17][CH2:18][OH:19])[CH:13]=[CH:12][CH:11]=[CH:10][CH:9]=1>>[Br:7][CH2:6][CH2:5][CH2:4][CH2:3][CH2:2][O:19][CH2:18][CH2:17][CH2:16][CH2:15][CH2:14][C:8]1[CH:13]=[CH:12][CH:11]=[CH:10][CH:9]=1. Procedure: (3.2 g), b.p. 185°-195°/0.3 torr, from 1,5-dibromopentane (8.5 g) and benzenepentanol (2 g). The reactants are BrC=1C=CC2=C(C=C(CCS2(=O)=O)C(=O)NC2=CC=C(C=C2)CN(C2CCOCC2)C)C1 (7-bromo-N-[4-[[N-methyl-N-(tetrahydropyran-4-yl)amino]methyl]phenyl]-1,1-dioxo-2,3-dihydro-1-benzothiepine-4-carboxamide), B(OC1=CC=C(C=C1)N(C)CCOCC)([O-])[O-] (4-[N-(2-ethoxyethyl)-N-methylamino]phenyl borate), C([O-])([O-])=O.[K+].[K+] (potassium carbonate). The reagents and catalysts are C=1C=CC(=CC1)[P](C=2C=CC=CC2)(C=3C=CC=CC3)[Pd]([P](C=4C=CC=CC4)(C=5C=CC=CC5)C=6C=CC=CC6)([P](C=7C=CC=CC7)(C=8C=CC=CC8)C=9C=CC=CC9)[P](C=1C=CC=CC1)(C=1C=CC=CC1)C=1C=CC=CC1 (tetrakistriphenylphosphinepalladium). The solvent is C1(=CC=CC=C1)C.C(C)O.O (toluene ethanol water). Reaction conditions: time 1 hour. Yields the product C(C)OCCN(C)C1=CC=C(C=C1)C=1C=CC2=C(C=C(CCS2(=O)=O)C(=O)NC2=CC=C(C=C2)CN(C2CCOCC2)C)C1 (7-[4-[N-(2-ethoxyethyl)-N-methylamino]phenyl]-N-[4-[[N-methyl-N-(tetrahydropyran-4-yl)amino]methyl]phenyl]-1,1-dioxo-2,3-dihydro-1-benzothiepine-4-carboxamide). Isolated yield 65.9%. Reaction SMILES: Br[C:2]1[CH:3]=[CH:4][C:5]2[S:11](=[O:13])(=[O:12])[CH2:10][CH2:9][C:8]([C:14]([NH:16][C:17]3[CH:22]=[CH:21][C:20]([CH2:23][N:24]([CH3:31])[CH:25]4[CH2:30][CH2:29][O:28][CH2:27][CH2:26]4)=[CH:19][CH:18]=3)=[O:15])=[CH:7][C:6]=2[CH:32]=1.B([O-])([O-])O[C:35]1[CH:40]=[CH:39][C:38]([N:41]([CH2:43][CH2:44][O:45][CH2:46][CH3:47])[CH3:42])=[CH:37][CH:36]=1.C(=O)([O-])[O-].[K+].[K+]>C1(C)C=CC=CC=1.C(O)C.O.C1C=CC([P]([Pd]([P](C2C=CC=CC=2)(C2C=CC=CC=2)C2C=CC=CC=2)([P](C2C=CC=CC=2)(C2C=CC=CC=2)C2C=CC=CC=2)[P](C2C=CC=CC=2)(C2C=CC=CC=2)C2C=CC=CC=2)(C2C=CC=CC=2)C2C=CC=CC=2)=CC=1>[CH2:46]([O:45][CH2:44][CH2:43][N:41]([C:38]1[CH:39]=[CH:40][C:35]([C:2]2[CH:3]=[CH:4][C:5]3[S:11](=[O:13])(=[O:12])[CH2:10][CH2:9][C:8]([C:14]([NH:16][C:17]4[CH:18]=[CH:19][C:20]([CH2:23][N:24]([CH3:31])[CH:25]5[CH2:26][CH2:27][O:28][CH2:29][CH2:30]5)=[CH:21][CH:22]=4)=[O:15])=[CH:7][C:6]=3[CH:32]=2)=[CH:36][CH:37]=1)[CH3:42])[CH3:47] |f:2.3.4,5.6.7,^1:70,72,91,110|. Procedure details: Under argon atmosphere, a mixture of 7-bromo-N-[4-[[N-methyl-N-(tetrahydropyran-4-yl)amino]methyl]phenyl]-1,1-dioxo-2,3-dihydro-1-benzothiepine-4-carboxamide (300 mg), 4-[N-(2-ethoxyethyl)-N-methylamino]phenyl borate (168 mg) and potassium carbonate (176 mg) in toluene/ethanol/water (10/1/1 ml) was stirred at room temperature for 1 hour. To the mixture was added tetrakistriphenylphosphinepalladium (33 mg), and the mixture was refluxed for 8 hours, cooled, extracted with ethyl acetate, washed wit... The reactants are ClC=1C=C(C=CC1OCC1=NC=CN=C1)N (3-chloro-4-(pyrazin-2-ylmethoxy)-phenylamine), ROD, FC(C(=O)O)(F)F (trifluoroacetic acid). Run in CO (methanol). The product is ClC=1C=C(C=CC1OCC1=NC(=CN=C1)C)N (3-Chloro-4-(6-methyl-pyrazin-2-ylmethoxy)-phenylamine). RXN SMILES: [Cl:1][C:2]1[CH:3]=[C:4]([NH2:16])[CH:5]=[CH:6][C:7]=1[O:8][CH2:9][C:10]1[CH:15]=[N:14][CH:13]=[CH:12][N:11]=1.F[C:18](F)(F)C(O)=O>CO>[Cl:1][C:2]1[CH:3]=[C:4]([NH2:16])[CH:5]=[CH:6][C:7]=1[O:8][CH2:9][C:10]1[CH:15]=[N:14][CH:13]=[C:12]([CH3:18])[N:11]=1. Reported procedure: Compound 31A was prepared by a route analogous to that used for the preparation of Compound 16A. Analytical HPLC retention time=1.593 min. (Chromolith Speed ROD column 4.6×50 mm, 10–90% aqueous methanol over 4 minutes containing 0.2% trifluoroacetic acid, 4 mL/min, monitoring at 254 nm) and a LC/MS M++1=250+. The reactants are CCOC(=O)C(O)CBr, CCO, [N-]=[N+]=[N-], [Na+], O. Yields the product CCOC(=O)C(O)CN=[N+]=[N-]. As a reaction SMILES: [Br:1][CH2:2][CH:3]([C:4](=[O:5])[O:6][CH2:7][CH3:8])[OH:9].[CH3:14][CH2:15][OH:16].[N-:11]=[N+:12]=[N-:13].[Na+:10].[OH2:17]>>[CH2:2]([CH:3]([C:4](=[O:5])[O:6][CH2:7][CH3:8])[OH:9])[N:11]=[N+:12]=[N-:13]. Starting materials: BrC1=C(C=CC=C1)O (2-bromophenol), C(C1=CC=CC=C1)Br (benzyl bromide), C([O-])([O-])=O.[K+].[K+] (potassium carbonate), [I-].[Na+] (sodium iodide). Run in C(C)#N (acetonitrile). The product is C(C1=CC=CC=C1)OC1=C(C=CC=C1)Br (2-benzyloxybromo- benzene). Yield: 101.1%. Reaction SMILES: [Br:1][C:2]1[CH:7]=[CH:6][CH:5]=[CH:4][C:3]=1[OH:8].[CH2:9](Br)[C:10]1[CH:15]=[CH:14][CH:13]=[CH:12][CH:11]=1.C(=O)([O-])[O-].[K+].[K+].[I-].[Na+]>C(#N)C>[CH2:9]([O:8][C:3]1[CH:4]=[CH:5][CH:6]=[CH:7][C:2]=1[Br:1])[C:10]1[CH:15]=[CH:14][CH:13]=[CH:12][CH:11]=1 |f:2.3.4,5.6|. Reported procedure: A mixture of 2-bromophenol (1.50 g; 8.67 mmol), benzyl bromide (1.48 mg; 8.65 mmol). potassium carbonate (1.44 g; 10.41 mmol) and sodium iodide (catalytic amount) in 50 mL of acetonitrile was refluxed for 24 hours. After cooling, the solids were filtered off and the filtrate was concentrated. The crude residue was purified on a silica gel column (10% ethyl acetate hexane) to obtain 2.30 g (quantitative yield) of 2-benzyloxybromo- benzene, 1H NMR (CDCl3): δ 5.16 (s, 2H); 6.84 (t, 1H, J=7.6); 6.93...